From a dataset of the Open Reaction Database (ORD), a public repository of structured organic reaction records. describe an organic reaction: reactants, conditions, products, and yield Starting materials: C1(CCCCC1)[C@@H]1COC=2C=3N1C(=CC3C=CC2)C(=O)OCC (ethyl (R)-3-cyclohexyl-2,3-dihydropyrrolo[1,2,3-de]-1,4-benzoxazine-5-carboxylate), [OH-].[Na+] (sodium hydroxide), C(C)(=O)OCC (Ethyl acetate), O (water). The reagents and catalysts are [Cu] (copper). Solvent: C(C)O (ethanol). Reaction conditions: temperature 70 celsius, time 40 minute. Yields the product C1(CCCCC1)[C@@H]1COC=2C=3N1C=CC3C=CC2 ((R)-3-cyclohexyl-2,3-dihydropyrrolo[1,2,3-de]-1,4-benzoxazine). Isolated yield 85.7%. As a reaction SMILES: [CH:1]1([C@H:7]2[N:12]3[C:13](C(OCC)=O)=[CH:14][C:15]4[CH:16]=[CH:17][CH:18]=[C:10]([C:11]=43)[O:9][CH2:8]2)[CH2:6][CH2:5][CH2:4][CH2:3][CH2:2]1.[OH-].[Na+].C(OCC)(=O)C.O>C(O)C.[Cu]>[CH:1]1([C@H:7]2[N:12]3[CH:13]=[CH:14][C:15]4[CH:16]=[CH:17][CH:18]=[C:10]([C:11]=43)[O:9][CH2:8]2)[CH2:2][CH2:3][CH2:4][CH2:5][CH2:6]1 |f:1.2|. Reported procedure: To a solution of ethyl (R)-3-cyclohexyl-2,3-dihydropyrrolo[1,2,3-de]-1,4-benzoxazine-5-carboxylate (1.49 g, 4.76 mmol) in ethanol (50 ml) was added 4 N sodium hydroxide (5.94 ml, 23.8 mmol). The mixture was stirred at 70° C. for 40 min. Ethanol was removed in vacuo, and the residue was neutralised with 2 N hydrochloric acid, and partitioned between dichloromethane and water. The aqueous layer was extracted with dichloromethane and the combined organic layers washed with brine, dried over sodium ... Starting materials: C(CCCCCCCCCC)OCCl (chloromethyl undecyl ether), CN(CCO)C (2-(dimethylamino)ethanol), C(C1=CC=CC=C1)(=O)[O-].[Na+] (sodium benzoate). Solvent: CCCCCC (hexane). Reaction conditions: time 15 minute. Yields the product C(C1=CC=CC=C1)(=O)[O-].OCC[N+](COCCCCCCCCCCC)(C)C ((2-hydroxyethyl)dimethylundecyloxymethylammonium benzoate). Yield: 80.0%. RXN SMILES: [CH3:1][N:2]([CH3:6])[CH2:3][CH2:4][OH:5].[CH2:7]([O:18][CH2:19]Cl)[CH2:8][CH2:9][CH2:10][CH2:11][CH2:12][CH2:13][CH2:14][CH2:15][CH2:16][CH3:17].[C:21]([O-:29])(=[O:28])[C:22]1[CH:27]=[CH:26][CH:25]=[CH:24][CH:23]=1.[Na+]>CCCCCC>[C:21]([O-:29])(=[O:28])[C:22]1[CH:27]=[CH:26][CH:25]=[CH:24][CH:23]=1.[OH:5][CH2:4][CH2:3][N+:2]([CH3:6])([CH3:1])[CH2:19][O:18][CH2:7][CH2:8][CH2:9][CH2:10][CH2:11][CH2:12][CH2:13][CH2:14][CH2:15][CH2:16][CH3:17] |f:2.3,5.6|. Procedure: 2-(dimethylamino)ethanol (0.05 mol) was dissolved in anhydrous hexane (20 mL) and a solution of chloromethyl undecyl ether (0.05 mol) was added dropwise at room temperature. The reaction mixture was stirred for 15 minutes. The obtained precipitate was washed with dry hexane (40 mL). The material was used in the next step, without further purification. The prepared ammonium chloride was dissolved in water and an aqueous solution of sodium benzoate (0.07 mol) was added. The solution was stirring f... Reactants: C1(=CC=CC=C1)CCCN (3-phenylpropan-1-amine), C1N(CC2=CC=CC=C12)C(=O)NC=1SC(=CN1)C(=O)O (2-(isoindoline-2-carboxamido)thiazole-5-carboxylic acid), C1N(CC2=CC=CC=C12)C(=O)NC1=CC=C(C(=O)O)C=C1 (4-(isoindoline-2-carboxamido)benzoic acid). Yields the product CC(CCNC(=O)C1=CN=C(S1)NC(=O)N1CC2=CC=CC=C2C1)C (N-{5-[(3-methylbutyl)carbamoyl]-1,3-thiazol-2-yl}-1,3-dihydro-2H-isoindole-2-carboxamide). RXN SMILES: C1(CCCN)C=CC=CC=1.[CH2:11]1[C:19]2[C:14](=[CH:15][CH:16]=[CH:17][CH:18]=2)[CH2:13][N:12]1[C:20]([NH:22][C:23]1[S:24][C:25]([C:28]([OH:30])=O)=[CH:26][N:27]=1)=[O:21].[CH2:31]1[C:39]2[C:34](=[CH:35]C=CC=2)[CH2:33][N:32]1C(NC1C=CC(C(O)=O)=CC=1)=O>>[CH3:33][CH:34]([CH3:35])[CH2:39][CH2:31][NH:32][C:28]([C:25]1[S:24][C:23]([NH:22][C:20]([N:12]2[CH2:11][C:19]3[C:14](=[CH:15][CH:16]=[CH:17][CH:18]=3)[CH2:13]2)=[O:21])=[N:27][CH:26]=1)=[O:30]. Reported procedure: The title compound was prepared as described in Example 1C, substituting 3-methylbutan-1-amine for 3-phenylpropan-1-amine and 2-(isoindoline-2-carboxamido)thiazole-5-carboxylic acid for 4-(isoindoline-2-carboxamido)benzoic acid. 1H NMR (300 MHz, DMSO-d6) δ ppm 11.01-11.16 (bs, 1H), 8.27 (t, J=5.6 Hz, 1H), 7.96 (s, 1H), 7.29-7.36 (m, 4H), 4.73-4.88 (bs, 4H), 3.18-3.28 (m, 2H), 1.52-1.69 (m, 1H), 1.34-1.44 (m, 2H), 0.90 (d, J=6.6 Hz, 6H); MS (ESI(−)) m/e 357 (M−H)−. Reactants: ClC1=C(C(=CC=C1)Cl)C(CC#N)CC#N (3-(2,6-dichlorophenyl)glutaronitrile), [OH-].[NH4+] (ammonium hydroxide), S(O)(O)(=O)=O (sulfuric acid). Run in O (water). Run at time 2 day. Product: ClC1=C(C(=CC=C1)Cl)C(CC(=O)N)CC(=O)N (3-(2,6-dichlorophenyl)glutaramide). Reaction SMILES: [Cl:1][C:2]1[CH:7]=[CH:6][CH:5]=[C:4]([Cl:8])[C:3]=1[CH:9]([CH2:13][C:14]#[N:15])[CH2:10][C:11]#N.[OH-:16].[NH4+:17].S(=O)(=O)(O)[OH:19]>O>[Cl:1][C:2]1[CH:7]=[CH:6][CH:5]=[C:4]([Cl:8])[C:3]=1[CH:9]([CH2:13][C:14]([NH2:15])=[O:19])[CH2:10][C:11]([NH2:17])=[O:16] |f:1.2|. Reported procedure: Twelve and three-tenths (12.3) of 3-(2,6-dichlorophenyl)glutaronitrile, prepared according to Preparation A, Part 1, is dissolved in a mixture of 70 ml of concentrated sulfuric acid and 3 ml of water. This solution is allowed to stand for 2 days at room temperature and then poured over crushed ice and is neutralized with ammonium hydroxide. The solid precipitate is collected, washed with water and dried under vacuum to give 13.8 g of 3-(2,6-dichlorophenyl)glutaramide, mp 221°-225°. Starting materials: CCO, Cc1cc(CC2NC(=O)OC2c2ccc(F)cc2)cc(OC(F)(F)C(F)F)c1, [Na+], [OH-]. Product: Cc1cc(CC(N)C(O)c2ccc(F)cc2)cc(OC(F)(F)C(F)F)c1. Reaction SMILES: [CH3:31][CH2:32][OH:33].[F:1][c:2]1[cH:3][cH:4][c:5]([CH:8]2[CH:9]([CH2:14][c:15]3[cH:16][c:17]([O:22][C:23]([CH:24]([F:25])[F:26])([F:27])[F:28])[cH:18][c:19]([CH3:21])[cH:20]3)[NH:10][C:11](=[O:13])[O:12]2)[cH:6][cH:7]1.[Na+:30].[OH-:29]>>[F:1][c:2]1[cH:3][cH:4][c:5]([CH:8]([CH:9]([NH2:10])[CH2:14][c:15]2[cH:16][c:17]([O:22][C:23]([CH:24]([F:25])[F:26])([F:27])[F:28])[cH:18][c:19]([CH3:21])[cH:20]2)[OH:12])[cH:6][cH:7]1. Starting materials: Clc1nccc(-c2nc(Br)cs2)n1, O=C([O-])[O-], C1COCCN1, CCO, [K+], [K+]. The product is Brc1csc(-c2ccnc(N3CCOCC3)n2)n1. RXN SMILES: [Br:1][c:2]1[n:3][c:4](-[c:7]2[n:8][c:9]([Cl:13])[n:10][cH:11][cH:12]2)[s:5][cH:6]1.[C:14](=[O:15])([O-:16])[O-:17].[CH2:20]1[CH2:21][O:22][CH2:23][CH2:24][NH:25]1.[CH3:26][CH2:27][OH:28].[K+:18].[K+:19]>>[Br:1][c:2]1[n:3][c:4](-[c:7]2[n:8][c:9]([N:25]3[CH2:20][CH2:21][O:22][CH2:23][CH2:24]3)[n:10][cH:11][cH:12]2)[s:5][cH:6]1. The reactants are [OH-].[Na+] (sodium hydroxide), C(C)(=O)OCC (ethyl acetate), O (water), CC1(C(N(C(N1)=O)C1=CC(=C(C=C1)SC(F)(F)F)[N+](=O)[O-])=O)C (5,5-dimethyl-3-{3-nitro-4-[(trifluoromethyl)thio]phenyl}imidazolidine-2,4-dione). The reagents and catalysts are [Zn] (zinc). The solvent is Cl (hydrochloric acid). Run at temperature 50 celsius. Yields the product NC=1C=C(C=CC1SC(F)(F)F)N1C(NC(C1=O)(C)C)=O (3-{3-amino-4-[(trifluoromethyl)thio]phenyl}-5,5-dimethylimidazolidine-2,4-dione). The yield is 25.0%. Reaction SMILES: [CH3:1][C:2]1([CH3:23])[NH:6][C:5](=[O:7])[N:4]([C:8]2[CH:13]=[CH:12][C:11]([S:14][C:15]([F:18])([F:17])[F:16])=[C:10]([N+:19]([O-])=O)[CH:9]=2)[C:3]1=[O:22].C(OCC)(=O)C.O.[OH-].[Na+]>Cl.[Zn]>[NH2:19][C:10]1[CH:9]=[C:8]([N:4]2[C:3](=[O:22])[C:2]([CH3:1])([CH3:23])[NH:6][C:5]2=[O:7])[CH:13]=[CH:12][C:11]=1[S:14][C:15]([F:18])([F:16])[F:17] |f:3.4|. Reported procedure: To a suspension of 1.75 g of 5,5-dimethyl-3-{3-nitro-4-[(trifluoromethyl)thio]phenyl}imidazolidine-2,4-dione obtained in stage b) below in 60 mL of concentrated hydrochloric acid are added, portionwise, 7.5 g of zinc powder. The reaction mixture is heated at 50° C. for 8 hours and then cooled to room temperature and poured into a mixture of 100 mL of ethyl acetate and 20 mL of water. 5N sodium hydroxide solution is then added to pH 8 and the solid formed is then filtered off through Celite and w... Starting materials: C1CCOC1, Cc1ccnc(Cl)c1, CC1(C)c2cccc(P(c3ccccc3)c3ccccc3)c2Oc2c(P(c3ccccc3)c3ccccc3)cccc21, Nc1nccs1, [Na+], [Na+], O=C([O-])[O-], O=C(C=Cc1ccccc1)C=Cc1ccccc1, O=C(C=Cc1ccccc1)C=Cc1ccccc1, O=C(C=Cc1ccccc1)C=Cc1ccccc1, [Pd], [Pd]. The product is Cc1ccnc(Nc2nccs2)c1. Reaction SMILES: [CH2:63]1[O:64][CH2:65][CH2:66][CH2:67]1.[CH3:1][c:2]1[cH:3][c:4]([Cl:8])[n:5][cH:6][cH:7]1.[CH3:21][C:22]1([CH3:23])[c:24]2[cH:25][cH:26][cH:27][c:28]([P:29]([c:30]3[cH:31][cH:32][cH:33][cH:34][cH:35]3)[c:36]3[cH:37][cH:38][cH:39][cH:40][cH:41]3)[c:42]2[O:43][c:44]2[c:45]1[cH:46][cH:47][cH:48][c:49]2[P:50]([c:51]1[cH:52][cH:53][cH:54][cH:55][cH:56]1)[c:57]1[cH:58][cH:59][cH:60][cH:61][cH:62]1.[NH2:9][c:10]1[s:11][cH:12][cH:13][n:14]1.[Na+:15].[Na+:16].[O-:17][C:18](=[O:19])[O-:20].[O:106]=[C:107]([CH:108]=[CH:109][c:110]1[cH:111][cH:112][cH:113][cH:114][cH:115]1)[CH:116]=[CH:117][c:118]1[cH:119][cH:120][cH:121][cH:122][cH:123]1.[O:70]=[C:71]([CH:72]=[CH:73][c:74]1[cH:75][cH:76][cH:77][cH:78][cH:79]1)[CH:80]=[CH:81][c:82]1[cH:83][cH:84][cH:85][cH:86][cH:87]1.[O:88]=[C:89]([CH:90]=[CH:91][c:92]1[cH:93][cH:94][cH:95][cH:96][cH:97]1)[CH:98]=[CH:99][c:100]1[cH:101][cH:102][cH:103][cH:104][cH:105]1.[Pd:68].[Pd:69]>>[CH3:1][c:2]1[cH:3][c:4]([NH:9][c:10]2[s:11][cH:12][cH:13][n:14]2)[n:5][cH:6][cH:7]1. Starting materials: BrCC1=CC=2C3=C(SC4=C(C2S1)C=CC=C4)C=CC=C3 (2-bromomethyl-1,8-dithia-dibenzo[e,h]azulene), [C-]#N.[Na+] (sodium cyanide). Solvent: C(C)O (ethanol). The product is S1C(=CC=2C3=C(SC4=C(C12)C=CC=C4)C=CC=C3)CC#N ((1,8-dithia-dibenzo[e,h]azulene-2-yl)-acetonitrile). The yield is 93.5%. RXN SMILES: Br[CH2:2][C:3]1[S:12][C:11]2[C:10]3[CH:13]=[CH:14][CH:15]=[CH:16][C:9]=3[S:8][C:7]3[CH:17]=[CH:18][CH:19]=[CH:20][C:6]=3[C:5]=2[CH:4]=1.[C-:21]#[N:22].[Na+]>C(O)C>[S:12]1[C:11]2[C:10]3[CH:13]=[CH:14][CH:15]=[CH:16][C:9]=3[S:8][C:7]3[CH:17]=[CH:18][CH:19]=[CH:20][C:6]=3[C:5]=2[CH:4]=[C:3]1[CH2:2][C:21]#[N:22] |f:1.2|. Procedure: To an ethanol solution of 2-bromomethyl-1,8-dithia-dibenzo[e,h]azulene (0.5 g, 1,4 mmole in 8 ml of ethanol), sodium cyanide (0.105 g, 2.1 mmole) was added and the reaction mixture was heated under reflux for 8 hours. When all reactant had been reacted (the course of reaction was followed by thin layer chromatography), the solvent was evaporated and the dry residue was extracted in a system diethyl ether/water. 0.4 g of an oily product were isolated. Procedure details: 100.2 g of ethyl 2,4-dimethoxycinnamate are dissolved in 400 ml of methanol and hydrogenated with palladium/charcoal under atmospheric pressure. The catalyst is filtered off with suction, and the filtrate is concentrated in vacuo. Solvent: CO (methanol), [Pd] (palladium/charcoal). RXN SMILES: [CH3:1][O:2][C:3]1[CH:15]=[C:14]([O:16][CH3:17])[CH:13]=[CH:12][C:4]=1[CH:5]=[CH:6][C:7]([O:9][CH2:10][CH3:11])=[O:8]>CO.[Pd]>[CH3:1][O:2][C:3]1[CH:15]=[C:14]([O:16][CH3:17])[CH:13]=[CH:12][C:4]=1[CH2:5][CH2:6][C:7]([O:9][CH2:10][CH3:11])=[O:8]. Reactants: COC1=C(C=CC(=O)OCC)C=CC(=C1)OC (ethyl 2,4-dimethoxycinnamate). The product is COC1=C(CCC(=O)OCC)C=CC(=C1)OC (Ethyl 2,4-dimethoxyhydrocinnamate).